Dataset: the Open Reaction Database (ORD), a public repository of structured organic reaction records. Task: describe an organic reaction: reactants, conditions, products, and yield Reactants: CCO, COC(=O)c1ccc(-c2nc(-c3ccccn3)n(C)c2I)cc1, NN. The product is Cn1c(-c2ccccn2)nc(-c2ccc(C(=O)NN)cc2)c1I. Reaction SMILES: [CH3:26][CH2:27][OH:28].[I:1][c:2]1[c:3](-[c:14]2[cH:15][cH:16][c:17]([C:18](=[O:19])[O:20][CH3:21])[cH:22][cH:23]2)[n:4][c:5](-[c:8]2[n:9][cH:10][cH:11][cH:12][cH:13]2)[n:6]1[CH3:7].[NH2:24][NH2:25]>>[I:1][c:2]1[c:3](-[c:14]2[cH:15][cH:16][c:17]([C:18](=[O:19])[NH:24][NH2:25])[cH:22][cH:23]2)[n:4][c:5](-[c:8]2[n:9][cH:10][cH:11][cH:12][cH:13]2)[n:6]1[CH3:7]. The reactants are NC(C#N)(C)C (2-amino-2-methylpropanenitrile), ClCCCC(CCCCl)=O (1,7-dichloro-4-heptanone), N.CO (NH3 MeOH). Yields the product C(#N)C12CCCN2CCC1 (7a-Cyano-2,3,5,6,7,7a-hexahydro-1H-pyrrolizine). Isolated yield 82.0%. RXN SMILES: [NH2:1][C:2](C)(C)C#N.Cl[CH2:8][CH2:9][CH2:10][C:11](=O)[CH2:12][CH2:13][CH2:14]Cl.[NH3:17].CO>>[C:2]([C:11]12[CH2:12][CH2:13][CH2:14][N:17]1[CH2:8][CH2:9][CH2:10]2)#[N:1] |f:2.3|. Procedure details: A mixed solution of 2-amino-2-methylpropanenitrile (41.4 g, 492 mmol) and 1,7-dichloro-4-heptanone (30.0 g, 164 mmol) in 220 ml of 16% NH3 /MeOH solution was stirred for 24 hours at 20° C. The resulting reaction mixture was concentrated in vacuo to remove MeOH therefrom, added 0.1N NaOH to the residue, which was extracted with methylene chloride, and the extract was dried over anhydrous sodium sulfate, concentrated, and distilled in vacuo to afford 18.1 g of the desired compound (Yield: 82%). The reactants are ClC=1C2=C(N=CN1)SC=C2C (4-chloro-5-methylthieno[2,3-d]pyrimidine), FC=1C=C(C=CC1O)NC(=S)NC(CC1=CC=C(C=C1)F)=O (1-(3-fluoro-4-hydroxyphenyl)-3-(2-(4-fluorophenyl)acetyl)thiourea), FC=1C=C(C=CC1O)NC(=S)NC(CC1=CC=C(C=C1)F)=O (1-(3-fluoro-4-hydroxyphenyl)-3-(2-(4-fluorophenyl)acetyl)thiourea). Yields the product FC=1C=C(C=CC1OC=1C2C(N=CN1)SC=C2C)NC(=S)NC(CC2=CC=C(C=C2)F)=O (1-(3-Fluoro-4-(5-methyl-4a,7a-dihydrothieno[2,3-d]pyrimidin-4-yloxy)phenyl)-3-(2-(4-fluorophenyl)acetyl)thiourea). Reaction SMILES: Cl[C:2]1[C:3]2[C:10]([CH3:11])=[CH:9][S:8][C:4]=2[N:5]=[CH:6][N:7]=1.[F:12][C:13]1[CH:14]=[C:15]([NH:20][C:21]([NH:23][C:24](=[O:33])[CH2:25][C:26]2[CH:31]=[CH:30][C:29]([F:32])=[CH:28][CH:27]=2)=[S:22])[CH:16]=[CH:17][C:18]=1[OH:19]>>[F:12][C:13]1[CH:14]=[C:15]([NH:20][C:21]([NH:23][C:24](=[O:33])[CH2:25][C:26]2[CH:27]=[CH:28][C:29]([F:32])=[CH:30][CH:31]=2)=[S:22])[CH:16]=[CH:17][C:18]=1[O:19][C:2]1[CH:3]2[C:10]([CH3:11])=[CH:9][S:8][CH:4]2[N:5]=[CH:6][N:7]=1. Procedure: In a similar manner as described for the preparation of Example 10, the title compound was prepared from commercially available 4-chloro-5-methylthieno[2,3-d]pyrimidine and 1-(3-fluoro-4-hydroxyphenyl)-3-(2-(4-fluorophenyl)acetyl)thiourea (24 mg, 0.075 mmol, Compound A of Example 3). 1H NMR (CDCl3) δ 12.42 (s, 1H), 8.67 (s, 1H), 8.53 (s, 1H), 7.88 (dd, 1H, J=13.8, 2.2 Hz), 7.43 (s, 1H), 7.32 (m, 3 H), 7.09 (m, 3H), 3.72 (S, 2H), 2.67 (s, 3H); MS(ESI+) m/z 471 (M+H)+. Starting materials: CC(=O)O[BH-](OC(C)=O)OC(C)=O, COc1ccc(C=O)c(OC)c1, ClCCl, CC(C)O[Ti](Cl)(OC(C)C)OC(C)C, Nc1nncs1, [Na+]. Yields the product COc1ccc(CNc2nncs2)c(OC)c1. As a reaction SMILES: [C:19]([O:20][BH-:21]([O:22][C:23](=[O:24])[CH3:25])[O:26][C:27](=[O:28])[CH3:29])(=[O:30])[CH3:31].[CH3:7][O:8][c:9]1[c:10]([CH:11]=[O:12])[cH:13][cH:14][c:15]([O:17][CH3:18])[cH:16]1.[Cl:33][CH2:34][Cl:35].[Cl:36][Ti:37]([O:38][CH:39]([CH3:40])[CH3:41])([O:42][CH:43]([CH3:44])[CH3:45])[O:46][CH:47]([CH3:48])[CH3:49].[NH2:1][c:2]1[s:3][cH:4][n:5][n:6]1.[Na+:32]>>[NH:1]([c:2]1[s:3][cH:4][n:5][n:6]1)[CH2:11][c:10]1[c:9]([O:8][CH3:7])[cH:16][c:15]([O:17][CH3:18])[cH:14][cH:13]1. The reactants are O=[O+][O-] (ozone), C=C1CC2C(C(N(C2)C2=CC=C(C=C2)OC(F)(F)F)=O)C1 (5-Methylene-2-(4-trifluoromethoxy-phenyl)-hexahydro-cyclopenta[c]pyrrol-1-one), O=[O+][O-] (ozone). Run in C(Cl)Cl (methylene chloride). Reaction conditions: time 8 hour. Product: FC(OC1=CC=C(C=C1)N1C(C2C(C1)CC(C2)=O)=O)(F)F (2-(4-Trifluoromethoxy-phenyl)-hexahydro-cyclopenta[c]pyrrole-1,5-dione). Yield: 50.0%. Reaction SMILES: [O:1]=[O+][O-].C=[C:5]1[CH2:24][CH:8]2[C:9](=[O:23])[N:10]([C:12]3[CH:17]=[CH:16][C:15]([O:18][C:19]([F:22])([F:21])[F:20])=[CH:14][CH:13]=3)[CH2:11][CH:7]2[CH2:6]1>C(Cl)Cl>[F:20][C:19]([F:21])([F:22])[O:18][C:15]1[CH:16]=[CH:17][C:12]([N:10]2[CH2:11][CH:7]3[CH2:6][C:5](=[O:1])[CH2:24][CH:8]3[C:9]2=[O:23])=[CH:13][CH:14]=1. Reported procedure: A slow stream of ozone was bubbled into a solution of 5-Methylene-2-(4-trifluoromethoxy-phenyl)-hexahydro-cyclopenta[c]pyrrol-1-one (0.1 g, 0.34 mmol) in 30 mL of methylene chloride at −78° C. The stream of ozone was maintained until a slight blue color persisted. After removal of excess ozone with a stream of nitrogen, 2 mL of dimethyl sulfide was added at −78° C. The mixture was then allowed to warm to room temperature, and stirred for overnight. The solvent was removed, and the crude product ...